Dataset: the Open Reaction Database (ORD), a public repository of structured organic reaction records. Task: describe an organic reaction: reactants, conditions, products, and yield Starting materials: C(C)(=O)O[BH-](OC(C)=O)OC(C)=O.[Na+] (Sodium triacetoxyborohydride), C(C)(=O)O (acetic acid), N1C=CC2=CC(=CC=C12)C=1C=C(C=NC1)C=O (5-(1H-indol-5-yl)-pyridine-3-carbaldehyde), CN(CCN)C (N,N-dimethylethylene diamine). Run in ClCCCl (1,2-dichloroethane). Conditions: time 48 hour. The product is N1C=CC2=CC(=CC=C12)C=1C=C(C=NC1)CNCCN(C)C (N′-[5-(1H-Indol-5-yl)-pyridin-3-ylmethyl]-N,N-dimethyl-ethane-1,2-diamine). Isolated yield 82.5%. Reaction SMILES: C(O[BH-](OC(=O)C)OC(=O)C)(=O)C.[Na+].C(O)(=O)C.[NH:19]1[C:27]2[C:22](=[CH:23][C:24]([C:28]3[CH:29]=[C:30]([CH:34]=O)[CH:31]=[N:32][CH:33]=3)=[CH:25][CH:26]=2)[CH:21]=[CH:20]1.[CH3:36][N:37]([CH3:41])[CH2:38][CH2:39][NH2:40]>ClCCCl>[NH:19]1[C:27]2[C:22](=[CH:23][C:24]([C:28]3[CH:29]=[C:30]([CH2:34][NH:40][CH2:39][CH2:38][N:37]([CH3:41])[CH3:36])[CH:31]=[N:32][CH:33]=3)=[CH:25][CH:26]=2)[CH:21]=[CH:20]1 |f:0.1|. Procedure details: Sodium triacetoxyborohydride (855 mg, 4.05 mmol) and then enough acetic acid to bring the pH to 5 were added to a solution of 5-(1H-indol-5-yl)-pyridine-3-carbaldehyde (300 mg, 1.35 mmol) and N,N-dimethylethylene diamine (237 mg, 2.7 mmol) in 15 mL of 1,2-dichloroethane. The mixture was stirred at ambient temperature for 48 h, and then the volatiles were removed in the presence of celite. The product was eluted from the celite through silica gel (elution with methanol/dichloromethane) to give 32... Reactants: C(CCC)(=O)C=1C=NC2=C(C=CC=C2C1Cl)OC (3-butyryl-4-chloro-8-methoxyquinoline), NC=1C(=CC=CC1)C (o-toluidine). Run in O1CCOCC1 (1,4-dioxan). Conditions: time 1 hour. Yields the product C(CCC)(=O)C=1C=NC2=C(C=CC=C2C1NC1=C(C=CC=C1)C)OC (3-butyryl-4-(2-methylphenylamino)-8-methoxyquinoline). Reaction SMILES: [C:1]([C:6]1[CH:7]=[N:8][C:9]2[C:14]([C:15]=1Cl)=[CH:13][CH:12]=[CH:11][C:10]=2[O:17][CH3:18])(=[O:5])[CH2:2][CH2:3][CH3:4].[NH2:19][C:20]1[C:21]([CH3:26])=[CH:22][CH:23]=[CH:24][CH:25]=1>O1CCOCC1>[C:1]([C:6]1[CH:7]=[N:8][C:9]2[C:14]([C:15]=1[NH:19][C:20]1[CH:25]=[CH:24][CH:23]=[CH:22][C:21]=1[CH3:26])=[CH:13][CH:12]=[CH:11][C:10]=2[O:17][CH3:18])(=[O:5])[CH2:2][CH2:3][CH3:4]. Reported procedure: A mixture of 3-butyryl-4-chloro-8-methoxyquinoline (6.0 g, 023 mol) and o-toluidine (6.0 ml, 0.056 mol) in 1,4-dioxan (100 ml) was heated under reflux with stirring for 1 hour. The mixture was evaporated and chromatographed (silica gel, 2% methanol in dichloromethane) to give 3-butyryl-4-(2-methylphenylamino)-8-methoxyquinoline as an oil which was isolated as the hydrochloride salt (2.12 g, 25.1%), m.p. 215°-217° by crystallisation from ethyl acetate and then recrystallisation from acetone. Starting materials: C=C(c1ccc(I)cc1)C1(c2ccc(F)cc2F)CO1, [Na], CN(C)C=O, c1nc[nH]n1. Yields the product C=C(c1ccc(I)cc1)C(O)(Cn1cncn1)c1ccc(F)cc1F. As a reaction SMILES: [F:7][c:8]1[c:9]([C:15]2([C:18](=[CH2:19])[c:20]3[cH:21][cH:22][c:23]([I:26])[cH:24][cH:25]3)[O:16][CH2:17]2)[cH:10][cH:11][c:12]([F:14])[cH:13]1.[Na:6].[O:27]=[CH:28][N:29]([CH3:30])[CH3:31].[nH:1]1[n:2][cH:3][n:4][cH:5]1>>[n:1]1([CH2:17][C:15]([c:9]2[c:8]([F:7])[cH:13][c:12]([F:14])[cH:11][cH:10]2)([OH:16])[C:18](=[CH2:19])[c:20]2[cH:21][cH:22][c:23]([I:26])[cH:24][cH:25]2)[n:2][cH:3][n:4][cH:5]1.